This data is from the Open Reaction Database (ORD), a public repository of structured organic reaction records. The task is: describe an organic reaction: reactants, conditions, products, and yield Starting materials: ClC1=C(C(=CC(=C1)C(F)(F)F)Cl)N1N=C2C(=C1)C(C(C2F)F)=O (2-[2,6-Dichloro-4-(trifluoromethyl)phenyl]-5,6-difluoro-5,6-dihydrocyclopenta[c]pyrazol-4-one), C[Mg]Br (methyl magnesium bromide), C(=O)(O)[O-].[Na+] (NaHCO3). Run in C1CCOC1 (THF). Reaction conditions: time 3 hour. Yields the product ClC1=C(C(=CC(=C1)C(F)(F)F)Cl)N1N=C2C(=C1)C(C(C2F)F)(O)C (2-[2,6-Dichloro-4-(trifluoromethyl)phenyl]-5,6-difluoro-4-methyl-2,4,5,6-tetrahydrocyclopenta[c]pyrazol-4-ol). As a reaction SMILES: [Cl:1][C:2]1[CH:7]=[C:6]([C:8]([F:11])([F:10])[F:9])[CH:5]=[C:4]([Cl:12])[C:3]=1[N:13]1[CH:17]=[C:16]2[C:18](=[O:23])[CH:19]([F:22])[CH:20]([F:21])[C:15]2=[N:14]1.[CH3:24][Mg]Br.C([O-])(O)=O.[Na+]>C1COCC1>[Cl:1][C:2]1[CH:7]=[C:6]([C:8]([F:10])([F:11])[F:9])[CH:5]=[C:4]([Cl:12])[C:3]=1[N:13]1[CH:17]=[C:16]2[C:18]([CH3:24])([OH:23])[CH:19]([F:22])[CH:20]([F:21])[C:15]2=[N:14]1 |f:2.3|. Procedure: To a solution of (87) (6.6 mg, 17.8 mmol) in 500 mL THF was added methyl magnesium bromide (10 mL, 3.0 M). The mixture was stirred at room temperature for 3 h. The mixture was poured into 5 mL dilute NaHCO3 solution. The aqueous solution was extracted with dichloromethane (5 mL×3). The organic layers were combined, washed with brine and dried with anhydrous sodium sulfate. The mixture was then chromatographed on a silica gel TLC plate using dichloromethane/ethyl acetate (9:1) to give (88): yield... Starting materials: ClC=1C=CC=2CN(CCOC2N1)C(=O)OC(C)(C)C (tert-butyl 8-chloro-2,3-dihydropyrido[3,2-f][1,4]oxazepine-4(5H)-carboxylate), C(C1=CC=CC=C1)O (benzyl alcohol), [H-].[Na+] (sodium hydride), O (water). RXN SMILES: [CH2:1]([OH:8])[C:2]1[CH:7]=[CH:6][CH:5]=[CH:4][CH:3]=1.[H-].[Na+].Cl[C:12]1[CH:13]=[CH:14][C:15]2[CH2:16][N:17]([C:23]([O:25][C:26]([CH3:29])([CH3:28])[CH3:27])=[O:24])[CH2:18][CH2:19][O:20][C:21]=2[N:22]=1.O>C1(C)C=CC=CC=1.C1C=CC(/C=C/C(/C=C/C2C=CC=CC=2)=O)=CC=1.C1C=CC(/C=C/C(/C=C/C2C=CC=CC=2)=O)=CC=1.C1C=CC(/C=C/C(/C=C/C2C=CC=CC=2)=O)=CC=1.[Pd].[Pd].C1C=CC(P(C2C(C3C(P(C4C=CC=CC=4)C4C=CC=CC=4)=CC=C4C=3C=CC=C4)=C3C(C=CC=C3)=CC=2)C2C=CC=CC=2)=CC=1>[CH2:1]([O:8][C:12]1[CH:13]=[CH:14][C:15]2[CH2:16][N:17]([C:23]([O:25][C:26]([CH3:29])([CH3:28])[CH3:27])=[O:24])[CH2:18][CH2:19][O:20][C:21]=2[N:22]=1)[C:2]1[CH:7]=[CH:6][CH:5]=[CH:4][CH:3]=1 |f:1.2,6.7.8.9.10|. Procedure: To a solution of benzyl alcohol (0.18 mL) in toluene (4 mL) was added sodium hydride (0.14 g), and the resulting mixture was stirred at 70° C. for 15 min under a nitrogen atmosphere. A mixture of tert-butyl 8-chloro-2,3-dihydropyrido[3,2-f][1,4]oxazepine-4(5H)-carboxylate (0.50 g), BINAP (0.033 g), Pd2(dba)3 (0.024 g) and toluene (4 mL) was added, and the resulting mixture was stirred at 100° C. for 2 hr under an argon atmosphere. The reaction solution was poured into water, and the resulting pr... Run in C1(=CC=CC=C1)C (toluene), C1(=CC=CC=C1)C (toluene). Run at temperature 70 celsius, time 15 minute. Isolated yield 71.0%. Product: C(C1=CC=CC=C1)OC=1C=CC=2CN(CCOC2N1)C(=O)OC(C)(C)C (tert-butyl 8-(benzyloxy)-2,3-dihydropyrido[3,2-f][1,4]oxazepine-4(5H)-carboxylate). Reagents/catalysts: C=1C=CC(=CC1)/C=C/C(=O)/C=C/C2=CC=CC=C2.C=1C=CC(=CC1)/C=C/C(=O)/C=C/C2=CC=CC=C2.C=1C=CC(=CC1)/C=C/C(=O)/C=C/C2=CC=CC=C2.[Pd].[Pd] (Pd2(dba)3), C=1C=CC(=CC1)P(C=2C=CC=CC2)C3=CC=C4C=CC=CC4=C3C5=C6C=CC=CC6=CC=C5P(C=7C=CC=CC7)C=8C=CC=CC8 (BINAP). Starting materials: CN=C=O, CC#N, COC(=O)CN(N)c1cccc(Cl)c1. Yields the product CNC(=O)NN(CC(=O)OC)c1cccc(Cl)c1. RXN SMILES: [CH3:15][N:16]=[C:17]=[O:18].[CH3:19][C:20]#[N:21].[Cl:1][c:2]1[cH:3][c:4]([N:8]([NH2:9])[CH2:10][C:11](=[O:12])[O:13][CH3:14])[cH:5][cH:6][cH:7]1>>[Cl:1][c:2]1[cH:3][c:4]([N:8]([NH:9][C:17]([NH:16][CH3:15])=[O:18])[CH2:10][C:11](=[O:12])[O:13][CH3:14])[cH:5][cH:6][cH:7]1. Reactants: OCC1CCN(CC1)C(=O)C1=CC=C(CSC2=NC3=CC=CC(=C3C(N2C)=O)C)C=C1 (2-[4-(4-hydroxymethylpiperidylcarbonyl)benzylthio]-3,5-dimethyl-4(3H)-quinazolinone), C(Br)(Br)(Br)Br (carbon tetrabromide), C1(=CC=CC=C1)P(C1=CC=CC=C1)C1=CC=CC=C1 (triphenylphosphine). The solvent is ClCCl (dichloromethane). Reaction conditions: time 2 hour. Yields the product BrCC1CCN(CC1)C(=O)C1=CC=C(CSC2=NC3=CC=CC(=C3C(N2C)=O)C)C=C1 (2-(4-(4-Bromomethylpiperidylcarbonyl)benzylthio)-3,5-dimethyl-4(3H)-quinazolinone). Yield: 40.1%. RXN SMILES: O[CH2:2][CH:3]1[CH2:8][CH2:7][N:6]([C:9]([C:11]2[CH:31]=[CH:30][C:14]([CH2:15][S:16][C:17]3[N:26]([CH3:27])[C:25](=[O:28])[C:24]4[C:19](=[CH:20][CH:21]=[CH:22][C:23]=4[CH3:29])[N:18]=3)=[CH:13][CH:12]=2)=[O:10])[CH2:5][CH2:4]1.C(Br)(Br)(Br)[Br:33].C1(P(C2C=CC=CC=2)C2C=CC=CC=2)C=CC=CC=1>ClCCl>[Br:33][CH2:2][CH:3]1[CH2:8][CH2:7][N:6]([C:9]([C:11]2[CH:31]=[CH:30][C:14]([CH2:15][S:16][C:17]3[N:26]([CH3:27])[C:25](=[O:28])[C:24]4[C:19](=[CH:20][CH:21]=[CH:22][C:23]=4[CH3:29])[N:18]=3)=[CH:13][CH:12]=2)=[O:10])[CH2:5][CH2:4]1. Procedure details: In dichloromethane (25 ml) was dissolved 2-[4-(4-hydroxymethylpiperidylcarbonyl)benzylthio]-3,5-dimethyl-4(3H)-quinazolinone (1.081 g) followed by addition of carbon tetrabromide (1.050 g). Then, triphenylphosphine (982 mg) was added over 10 minutes and the mixture was stirred at room temperature for 2 hours. The salt was filtered off and the filtrate was concentrated. The residue was purified by silica gel chromatography (hexane-ethyl acetate =1:1) and rinsed with ether to provide the title com... Starting materials: BrCC(=O)C=1C=CC2=C(N(C(S2)=O)C)C1 (5-(2-bromoacetyl)-3-methyl-2-benzothiazolinone), NC1=NC=CC=C1 (2-aminopyridine). Yields the product N=1C(=CN2C1C=CC=C2)C=2C=CC1=C(N(C(S1)=O)C)C2 (5-(Imidazo[1,2-a]pyridin-2-yl)-3-methyl-2-benzothiazolinone). Isolated yield 28.7%. Reaction SMILES: Br[CH2:2][C:3]([C:5]1[CH:6]=[CH:7][C:8]2[S:12][C:11](=[O:13])[N:10]([CH3:14])[C:9]=2[CH:15]=1)=O.[NH2:16][C:17]1[CH:22]=[CH:21][CH:20]=[CH:19][N:18]=1>>[N:16]1[C:3]([C:5]2[CH:6]=[CH:7][C:8]3[S:12][C:11](=[O:13])[N:10]([CH3:14])[C:9]=3[CH:15]=2)=[CH:2][N:18]2[CH:19]=[CH:20][CH:21]=[CH:22][C:17]=12. Procedure: 5-(Imidazo[1,2-a]pyridin-2-yl)-3-methyl-2-benzothiazolinone (0.65 g) was prepared in the substantially same manner as that of Example 4 from 5-(2-bromoacetyl)-3-methyl-2-benzothiazolinone (2.3 g) and 2-aminopyridine (2.3 g). Starting materials: N[C@H](C(=O)O)C(C)C.OCCN1C(C(CCC1=O)N1C(C2=CC=CC=C2C1=O)=O)=O (2-(1-(2-hydroxyethyl)-2,6-dioxopiperidin-3-yl)isoindolin-1,3-dione (S)-2-amino-3-methylbutanoate), C(C)I (Ethyl iodide). Run in C(C)#N (acetonitrile). Conditions: temperature 80 celsius. Yields the product C(C)N([C@H](C(=O)O)C(C)C)CC.OCCN1C(C(CCC1=O)N1C(C2=CC=CC=C2C1=O)=O)=O (2-(1-(2-hydroxyethyl)-2,6-dioxopiperidin-3-yl)isoindolin-1,3-dione (S)-2-(diethylamino)-3-methylbutanoate). Yield: 57.5%. As a reaction SMILES: [NH2:1][C@@H:2]([CH:6]([CH3:8])[CH3:7])[C:3]([OH:5])=[O:4].[OH:9][CH2:10][CH2:11][N:12]1[C:17](=[O:18])[CH2:16][CH2:15][CH:14]([N:19]2[C:27](=[O:28])[C:26]3[C:21](=[CH:22][CH:23]=[CH:24][CH:25]=3)[C:20]2=[O:29])[C:13]1=[O:30].[CH2:31](I)[CH3:32]>C(#N)C>[CH2:10]([N:1]([CH2:31][CH3:32])[C@@H:2]([CH:6]([CH3:8])[CH3:7])[C:3]([OH:5])=[O:4])[CH3:11].[OH:9][CH2:10][CH2:11][N:12]1[C:17](=[O:18])[CH2:16][CH2:15][CH:14]([N:19]2[C:20](=[O:29])[C:21]3[C:26](=[CH:25][CH:24]=[CH:23][CH:22]=3)[C:27]2=[O:28])[C:13]1=[O:30] |f:0.1,4.5|. Procedure: 2-(1-(2-hydroxyethyl)-2,6-dioxopiperidin-3-yl)isoindolin-1,3-dione (S)-2-amino-3-methylbutanoate (92 mg) was dissolved in acetonitrile (18 mL). Ethyl iodide (74 mg) was added. The mixture was stirred at 80° C. and allowed to react overnight. The solvent was removed by rotary evaporation in vacuo. White solid (30 mg) was obtained after the crude product was purified by silica gel column (eluted with acetic ether:petroleum ether=1:1). 1H NMR (CDCl3, ppm) δ 7.86-7.90 (m, 2H), 7.76-7.79 (m, 2H), 4.9... The reactants are C(C)(C)(C)OC(=O)N1CCC(CC1)CCOCC1=CC=C(C=C1)C(F)(F)F (1-(tert-butoxycarbonyl)-4-[2-[4-(trifluoromethyl)benzyloxy]ethyl]piperidine), Cl.CCOCC (HCl ether). Run in CO (MeOH). Conditions: time 8 hour. Yields the product FC(C1=CC=C(COCCC2CCNCC2)C=C1)(F)F (4-[2-[4-(trifluoromethyl)benzyloxy]ethyl]piperidine). Yield: 87.3%. Reaction SMILES: C(OC([N:8]1[CH2:13][CH2:12][CH:11]([CH2:14][CH2:15][O:16][CH2:17][C:18]2[CH:23]=[CH:22][C:21]([C:24]([F:27])([F:26])[F:25])=[CH:20][CH:19]=2)[CH2:10][CH2:9]1)=O)(C)(C)C.Cl.CCOCC>CO>[F:27][C:24]([F:25])([F:26])[C:21]1[CH:20]=[CH:19][C:18]([CH2:17][O:16][CH2:15][CH2:14][CH:11]2[CH2:12][CH2:13][NH:8][CH2:9][CH2:10]2)=[CH:23][CH:22]=1 |f:1.2|. Procedure: To a solution of 1-(tert-butoxycarbonyl)-4-[2-[4-(trifluoromethyl)benzyloxy]ethyl]piperidine (496 mg, 1.28 mmol) in MeOH (0.5 mL) was added 2N anhydrous HCl/ether (2.0 mL, 4.0 mmol). The reaction mixture was stirred overnight. After evaporation, the residue was dissolved in deionized water. EtOAc was used to wash the aqueous layer before the pH was altered to approx. 9-10. The aqueous layer was extracted three times with CH2Cl2 and dried over Na2SO4. After evaporation, 4-[2-[4-(trifluoromethyl)b...